This data is from the Open Reaction Database (ORD), a public repository of structured organic reaction records. The task is: describe an organic reaction: reactants, conditions, products, and yield Starting materials: S(=O)(=O)(Cl)Cl (sulfuryl chloride), C(C)(C)(C)C1=CC(=NO1)NC(=O)C1CC1 (N-(5-t-butyl-3-isoxazolyl)cyclopropanecarboxamide). Run in C(Cl)Cl (Methylene chloride). Yields the product C(C)(C)(C)C1=C(C(=NO1)NC(=O)C1CC1)Cl (N-(5-t-butyl-4-chloro-3-isoxazolyl)cyclopropanecarboxamide). The yield is 84.4%. As a reaction SMILES: S(Cl)([Cl:4])(=O)=O.[C:6]([C:10]1[O:14][N:13]=[C:12]([NH:15][C:16]([CH:18]2[CH2:20][CH2:19]2)=[O:17])[CH:11]=1)([CH3:9])([CH3:8])[CH3:7]>C(Cl)Cl>[C:6]([C:10]1[O:14][N:13]=[C:12]([NH:15][C:16]([CH:18]2[CH2:20][CH2:19]2)=[O:17])[C:11]=1[Cl:4])([CH3:9])([CH3:7])[CH3:8]. Reported procedure: Methylene chloride (20 ml) and sulfuryl chloride (5.40 g) are added to N-(5-t-butyl-3-isoxazolyl)cyclopropanecarboxamide (4.17 g) and refluxed with heating for 1.5 hours. The methylene chloride and the unreacted sulfuryl chloride are evaporated under reduced pressure. The residue is chromatographed on a column of silica gel and recrystallized from benzene to give N-(5-t-butyl-4-chloro-3-isoxazolyl)cyclopropanecarboxamide (4.10 g) as colorless needles melting at 129.5° to 131.0° C. The reactants are O=C([O-])[O-], CCCCCC[N+](CCCCCC)(CCCCCC)CCCCCC, [Cl-], COC(=O)C(C)Cl, Nc1ccc(F)c(F)c1F, [K+], [K+]. Yields the product COC(=O)C(C)Nc1ccc(F)c(F)c1F. As a reaction SMILES: [C:11](=[O:12])([O-:13])[O-:14].[CH2:25]([N+:26]([CH2:27][CH2:28][CH2:29][CH2:30][CH2:31][CH3:32])([CH2:33][CH2:34][CH2:35][CH2:36][CH2:37][CH3:38])[CH2:39][CH2:40][CH2:41][CH2:42][CH2:43][CH3:44])[CH2:45][CH2:46][CH2:47][CH2:48][CH3:49].[Cl-:24].[Cl:17][CH:18]([C:19](=[O:20])[O:21][CH3:22])[CH3:23].[F:1][c:2]1[c:3]([NH2:4])[cH:5][cH:6][c:7]([F:10])[c:8]1[F:9].[K+:15].[K+:16]>>[F:1][c:2]1[c:3]([NH:4][CH:18]([C:19](=[O:20])[O:21][CH3:22])[CH3:23])[cH:5][cH:6][c:7]([F:10])[c:8]1[F:9]. Product: Oc1ccc2c(c1)CCN(c1ccccc1)C2c1ccc2ccccc2c1. Reactants: COc1ccc2c(c1)CCN(c1ccccc1)C2c1ccc2ccccc2c1, CO, ClCCl, ClCCl. As a reaction SMILES: [CH3:1][O:2][c:3]1[cH:4][c:5]2[c:10]([cH:11][cH:12]1)[CH:9]([c:13]1[cH:14][c:15]3[cH:16][cH:17][cH:18][cH:19][c:20]3[cH:21][cH:22]1)[N:8]([c:23]1[cH:24][cH:25][cH:26][cH:27][cH:28]1)[CH2:7][CH2:6]2.[CH3:32][OH:33].[Cl:29][CH2:30][Cl:31].[Cl:34][CH2:35][Cl:36]>>[OH:2][c:3]1[cH:4][c:5]2[c:10]([cH:11][cH:12]1)[CH:9]([c:13]1[cH:14][c:15]3[cH:16][cH:17][cH:18][cH:19][c:20]3[cH:21][cH:22]1)[N:8]([c:23]1[cH:24][cH:25][cH:26][cH:27][cH:28]1)[CH2:7][CH2:6]2. The reactants are FC1=CC=C(C=C1)C1C(OC2=C1C(=C(C(=C2C)C)N)C)(C)C (3-(4-fluorophenyl)-2,2,4,6,7-pentamethyl-2,3-dihydro-1-benzofuran-5-amine), COC1=CC=C(C(=O)Cl)C=C1 (4-methoxybenzoyl chloride). Solvent: C(C)(=O)OCC.CCCCCC (Ethyl acetate hexane). The product is FC1=CC=C(C=C1)C1C(OC2=C1C(=C(C(=C2C)C)NC(C2=CC=C(C=C2)OC)=O)C)(C)C (N-[3-(4-Fluorophenyl)-2,2,4,6,7-pentamethyl-2,3-dihydro-1-benzofuran-5-yl]-4-methoxybenzamide). Yield: 79.0%. RXN SMILES: [F:1][C:2]1[CH:7]=[CH:6][C:5]([CH:8]2[C:12]3[C:13]([CH3:20])=[C:14]([NH2:19])[C:15]([CH3:18])=[C:16]([CH3:17])[C:11]=3[O:10][C:9]2([CH3:22])[CH3:21])=[CH:4][CH:3]=1.[CH3:23][O:24][C:25]1[CH:33]=[CH:32][C:28]([C:29](Cl)=[O:30])=[CH:27][CH:26]=1>C(OCC)(=O)C.CCCCCC>[F:1][C:2]1[CH:7]=[CH:6][C:5]([CH:8]2[C:12]3[C:13]([CH3:20])=[C:14]([NH:19][C:29](=[O:30])[C:28]4[CH:32]=[CH:33][C:25]([O:24][CH3:23])=[CH:26][CH:27]=4)[C:15]([CH3:18])=[C:16]([CH3:17])[C:11]=3[O:10][C:9]2([CH3:22])[CH3:21])=[CH:4][CH:3]=1 |f:2.3|. Procedure: By using 3-(4-fluorophenyl)-2,2,4,6,7-pentamethyl-2,3-dihydro-1-benzofuran-5-amine and 4-methoxybenzoyl chloride, the title compound was synthesized according to Example 1b. Yield: 79%. Melting point: 191-194° C. (Ethyl acetate-hexane) The reactants are BrC=1C=C(SC1Cl)S(=O)(=O)NC=1C(=C(C(=O)O)C=CC1)O (3-{[(4-bromo-5-chlorothiophen-2-yl)sulfonyl]amino}-2-hydroxybenzoic acid), BrC=1C=C(SC1Cl)S(=O)(=O)NC=1C(=C(C(=O)O)C=CC1)O (3-{[(4-bromo-5-chlorothiophen-2-yl)sulfonyl]amino}-2-hydroxybenzoic acid), CC1(OB(OC1(C)C)C1=C(C=CC=C1)O)C (2-(4,4,5,5-tetramethyl-1,3,2-dioxaborolan-2-yl)phenol). Yields the product ClC1=C(C=C(S1)S(=O)(=O)NC=1C(=C(C(=O)O)C=CC1)O)C1=C(C=CC=C1)O (3-({[5-Chloro-4-(2-hydroxyphenyl)thiophen-2-yl]sulfonyl}amino)-2-hydroxybenzoic acid). Isolated yield 24.0%. RXN SMILES: Br[C:2]1[CH:3]=[C:4]([S:8]([NH:11][C:12]2[C:13]([OH:21])=[C:14]([CH:18]=[CH:19][CH:20]=2)[C:15]([OH:17])=[O:16])(=[O:10])=[O:9])[S:5][C:6]=1[Cl:7].CC1(C)C(C)(C)OB([C:30]2[CH:35]=[CH:34][CH:33]=[CH:32][C:31]=2[OH:36])O1>>[Cl:7][C:6]1[S:5][C:4]([S:8]([NH:11][C:12]2[C:13]([OH:21])=[C:14]([CH:18]=[CH:19][CH:20]=2)[C:15]([OH:17])=[O:16])(=[O:10])=[O:9])=[CH:3][C:2]=1[C:30]1[CH:35]=[CH:34][CH:33]=[CH:32][C:31]=1[OH:36]. Reported procedure: The product was prepared from 3-{[(4-bromo-5-chlorothiophen-2-yl)sulfonyl]amino}-2-hydroxybenzoic acid (Intermediate 22) (20.6 mg, 0.050 mmol) and 2-(4,4,5,5-tetramethyl-1,3,2-dioxaborolan-2-yl)phenol (11 μl, 0.055 mmol) according to the General Procedure 12, described in Example 135. The title compound was obtained in 24% yield (5.3 mg). 1H NMR (500 MHz, MeOH-d4) δ ppm 6.85 (ddd, J=7.60, 7.32, 1.15 Hz, 1 H) 6.87 (ddd, J=8.21, 1.15, 0.45 Hz, 1 H) 6.88 (t, J=7.95 Hz, 1 H) 7.15 (ddd, J=7.60, 1.71,... Reactants: COC(=O)C1(CCN(CC1)C(C1=CC=C(C=C1)C1=NC(=NO1)C)=O)C1=CC=CC=C1 (1-[4-(3-methyl-[1,2,4]oxadiazol-5-yl)-benzoyl]-4-phenyl-piperidine-4-carboxylic acid methyl ester), [OH-].[K+] (KOH), Cl (HCl). The solvent is CO (methanol). Conditions: temperature 65 celsius, time 12 hour. Yields the product CC1=NOC(=N1)C1=CC=C(C(=O)N2CCC(CC2)(C(=O)O)C2=CC=CC=C2)C=C1 (1-[4-(3-methyl-[1,2,4]oxadiazol-5-yl)-benzoyl]-4-phenyl-piperidine-4-carboxylic acid). The yield is 209.7%. Reaction SMILES: C[O:2][C:3]([C:5]1([C:25]2[CH:30]=[CH:29][CH:28]=[CH:27][CH:26]=2)[CH2:10][CH2:9][N:8]([C:11](=[O:24])[C:12]2[CH:17]=[CH:16][C:15]([C:18]3[O:22][N:21]=[C:20]([CH3:23])[N:19]=3)=[CH:14][CH:13]=2)[CH2:7][CH2:6]1)=[O:4].[OH-].[K+].Cl>CO>[CH3:23][C:20]1[N:19]=[C:18]([C:15]2[CH:14]=[CH:13][C:12]([C:11]([N:8]3[CH2:9][CH2:10][C:5]([C:25]4[CH:26]=[CH:27][CH:28]=[CH:29][CH:30]=4)([C:3]([OH:4])=[O:2])[CH2:6][CH2:7]3)=[O:24])=[CH:17][CH:16]=2)[O:22][N:21]=1 |f:1.2|. Procedure: To a solution of 1-[4-(3-methyl-[1,2,4]oxadiazol-5-yl)-benzoyl]-4-phenyl-piperidine-4-carboxylic acid methyl ester (156 mg, 0.385 mmol) in methanol (2 mL) was added an aqueous solution of KOH (3M, 770 μL, 2.31 mmol) and stirred at 65° C. for 12 h. The mixture was cooled to 0° C. and adjusted to pH=7 with 1N aqueous HCl. The solvent was evaporated under reduced pressure and the residue was co-evaporated with toluene to give 316 mg (purity ˜48%) 1-[4-(3-methyl-[1,2,4]oxadiazol-5-yl)-benzoyl]-4-phe... Starting materials: Br, [Cu]Br, Cc1c(N)cccc1CO, [Na+], O=[N+]([O-])[O-], O. Yields the product Cc1c(Br)cccc1CO. RXN SMILES: [BrH:6].[Cu:18][Br:19].[NH2:7][c:8]1[c:9]([CH3:16])[c:10]([CH2:11][OH:12])[cH:13][cH:14][cH:15]1.[Na+:1].[O-:2][N+:3](=[O:4])[O-:5].[OH2:17]>>[Br:6][c:8]1[c:9]([CH3:16])[c:10]([CH2:11][OH:12])[cH:13][cH:14][cH:15]1. The reactants are N(C(=N)N)C(CCCC(=O)N[C@@H](CC1=CNC=N1)C(=O)O)C (ε-Guanidinohexanoyl-L-histidine), C(C)SC(N)=N (S-Ethylisothiourea), OS(=O)(=O)O (H2SO4), NCCCCCC(=O)N[C@@H](CC1=CNC=N1)C(=O)O (εAhx-His). Yields the product N(C(=N)N)CCCCCC(=O)O (ε-guanidinohexanoic acid), N[C@@H](CC1=CNC=N1)C(=O)O (histidine). As a reaction SMILES: [NH:1]([CH:5](C)[CH2:6][CH2:7][CH2:8][C:9]([NH:11][C@H:12]([C:19]([OH:21])=[O:20])[CH2:13][C:14]1[N:18]=[CH:17][NH:16][CH:15]=1)=O)[C:2]([NH2:4])=[NH:3].C(SC(=N)N)C.OS(O)(=O)=O.NCCCCCC(N[C@H]([C:50]([OH:52])=[O:51])CC1N=CNC=1)=O>>[NH:1]([CH2:5][CH2:6][CH2:7][CH2:8][CH2:9][C:50]([OH:52])=[O:51])[C:2]([NH2:4])=[NH:3].[NH2:11][C@H:12]([C:19]([OH:21])=[O:20])[CH2:13][C:14]1[N:18]=[CH:17][NH:16][CH:15]=1. Procedure details: ε-Guanidinohexanoyl-L-histidine (n=5) -- S-Ethylisothiourea. H2SO4 (1.4 g.) and εAhx-His (1.7 g.) were treated in the same way as Example 2; yield, 56.1%; mp, 102°-103° C., decomp. Hydrolysis as above gave ε-guanidinohexanoic acid and histidine (tlc).